Dataset: the Open Reaction Database (ORD), a public repository of structured organic reaction records. Task: describe an organic reaction: reactants, conditions, products, and yield The reactants are CC=1C=C(C=C([N+]1[O-])C1=NC(=CC=C1)C)OCC (6,6'-Dimethyl-4-ethoxy-2,2'-bipyridine-N-oxide), P(Br)(Br)Br (phosphorus tribromide). The solvent is C(Cl)(Cl)Cl (chloroform), C(Cl)(Cl)Cl (chloroform). Product: CC1=CC(=CC(=N1)C1=NC(=CC=C1)C)OCC (6,6'-Dimethyl-4-ethoxy-2,2'-bipyridine). The yield is 69.0%. RXN SMILES: [CH3:1][C:2]1[CH:3]=[C:4]([O:16][CH2:17][CH3:18])[CH:5]=[C:6]([C:9]2[CH:14]=[CH:13][CH:12]=[C:11]([CH3:15])[N:10]=2)[N+:7]=1[O-].P(Br)(Br)Br>C(Cl)(Cl)Cl>[CH3:1][C:2]1[N:7]=[C:6]([C:9]2[CH:14]=[CH:13][CH:12]=[C:11]([CH3:15])[N:10]=2)[CH:5]=[C:4]([O:16][CH2:17][CH3:18])[CH:3]=1. Procedure: 6,6'-Dimethyl-4-ethoxy-2,2'-bipyridine-N-oxide (21) (0.96 g, 3.93 mmoles) was dissolved in chloroform (34 ml). After addition of phosphorus tribromide (3.0 ml) the mixture was refluxed for 1.5 hours. The solution was poured on ice, some chloroform was added and the phases were separated. The chloroform phase was extracted with water. The aqueous phases were combined, made alkaline with sodium hydroxide solution, and extracted with chloroform. Evaporation of the organic phase followed by silica g...